This data is from the Open Reaction Database (ORD), a public repository of structured organic reaction records. The task is: describe an organic reaction: reactants, conditions, products, and yield Starting materials: [OH-].[Na+] (sodium hydroxide), C(C=C)(=O)Cl (acryloyl chloride), ClC=1C=C(C=C(C1)Cl)N1N=C(CC1=O)N (1-(3,5-dichlorophenyl)-3-amino-2-pyrazoline-5-one), N1=CC=CC=C1 (pyridine), [N+](=O)([O-])C1=CC=CC=C1 (nitrobenzene). The solvent is O (water), O1CCCC1 (tetrahydrofuran), O (water). Yields the product ClC=1C=C(C=C(C1)Cl)N1N=C(CC1=O)NC(C=C)=O (1-(3,5-dichlorophenyl)-3-acryloylamino-2-pyrazoline-5-one). As a reaction SMILES: [Cl:1][C:2]1[CH:3]=[C:4]([N:9]2[C:13](=[O:14])[CH2:12][C:11]([NH2:15])=[N:10]2)[CH:5]=[C:6]([Cl:8])[CH:7]=1.N1C=CC=CC=1.[N+](C1C=CC=CC=1)([O-])=O.[C:31](Cl)(=[O:34])[CH:32]=[CH2:33].[OH-].[Na+]>O.O1CCCC1>[Cl:1][C:2]1[CH:3]=[C:4]([N:9]2[C:13](=[O:14])[CH2:12][C:11]([NH:15][C:31](=[O:34])[CH:32]=[CH2:33])=[N:10]2)[CH:5]=[C:6]([Cl:8])[CH:7]=1 |f:4.5|. Reported procedure: Fourteen-point-six grams (0.06 mole) of 1-(3,5-dichlorophenyl)-3-amino-2-pyrazoline-5-one, 11.4 ml (0.14 mole) of pyridine and 1.2 ml of nitrobenzene were added to 200 ml of tetrahydrofuran. To this mixture, cooled by ice, were added dropwise 12.7 g (0.14 mole) of acryloyl chloride. The liquid, after 30-minute stirring, was poured into 2 liters of water, extracted with use of ethyl acetate, and dried with use of anhydrous sodium sulfate, and then the solvent was distilled off under reduced press... Starting materials: N1N=NC2=C1C=CC=C2S(=O)(=O)O (Benzotriazole-4-sulphonic acid), ClS(=O)(=O)O (chlorosulphonic acid). The product is N1N=NC2=C1C=CC=C2S(=O)(=O)Cl (Benzotriazol-4-sulphonyl chloride). As a reaction SMILES: [NH:1]1[C:5]2[CH:6]=[CH:7][CH:8]=[C:9]([S:10]([OH:13])(=O)=[O:11])[C:4]=2[N:3]=[N:2]1.[Cl:14]S(O)(=O)=O>>[NH:1]1[C:5]2[CH:6]=[CH:7][CH:8]=[C:9]([S:10]([Cl:14])(=[O:13])=[O:11])[C:4]=2[N:3]=[N:2]1. Procedure: Benzotriazole-4-sulphonic acid (5 g, 23 mM) was added, in portions, to chlorosulphonic acid (50 ml), whilst keeping the temperature of the acid below 0°. The resulting solution was heated at 120° overnight, cooled and carefully poured onto ice (1000 g). The solid which formed was collected by filtration, washed well with water and dried in vacuo. This material was dissolved in boiling ethyl acetate and decolorized using a small quantity of charcoal. The product crystallized from the ethyl acetat... Reactants: CC(C)(C)OC(=O)NC(=O)OC(C)(C)C, CN(C)C=O, [H-], O=[N+]([O-])c1ccc(-n2cccc2)c(CBr)c1, [Na+]. Yields the product CC(C)(C)OC(=O)N(Cc1cc([N+](=O)[O-])ccc1-n1cccc1)C(=O)OC(C)(C)C. Reaction SMILES: [C:3]([CH3:4])([CH3:5])([CH3:6])[O:7][C:8](=[O:9])[NH:10][C:11](=[O:12])[O:13][C:14]([CH3:15])([CH3:16])[CH3:17].[CH3:34][N:35]([CH3:36])[CH:37]=[O:38].[H-:1].[N+:18](=[O:19])([O-:20])[c:21]1[cH:22][cH:23][c:24](-[n:29]2[cH:30][cH:31][cH:32][cH:33]2)[c:25]([CH2:26][Br:27])[cH:28]1.[Na+:2]>>[C:3]([CH3:4])([CH3:5])([CH3:6])[O:7][C:8](=[O:9])[N:10]([C:11](=[O:12])[O:13][C:14]([CH3:15])([CH3:16])[CH3:17])[CH2:26][c:25]1[c:24](-[n:29]2[cH:30][cH:31][cH:32][cH:33]2)[cH:23][cH:22][c:21]([N+:18](=[O:19])[O-:20])[cH:28]1.